describe an organic reaction: reactants, conditions, products, and yield From a dataset of the Open Reaction Database (ORD), a public repository of structured organic reaction records. The reactants are I(=O)(=O)(=O)[O-].[Na+] (sodium metaperiodate), C(CC)N=C(NC1=NC(=NC=C1)SC)N (4-(2-propylguanidino)-2-methylthiopyrimidine), I(=O)(=O)(=O)[O-].[Na+] (sodium metaperiodate), CCOC(=O)C.CO (EtOAc MeOH). Solvent: O (water), CO (MeOH), O (water). Yields the product C(CC)N=C(NC1=NC(=NC=C1)S(=O)C)N (4-(2-propylguanidino)-2-methylsulphinylpyrimidine). As a reaction SMILES: [CH2:1]([N:4]=[C:5]([NH2:15])[NH:6][C:7]1[CH:12]=[CH:11][N:10]=[C:9]([S:13][CH3:14])[N:8]=1)[CH2:2][CH3:3].I([O-])(=O)(=O)=[O:17].[Na+].CCOC(C)=O.CO>CO.O>[CH2:1]([N:4]=[C:5]([NH2:15])[NH:6][C:7]1[CH:12]=[CH:11][N:10]=[C:9]([S:13]([CH3:14])=[O:17])[N:8]=1)[CH2:2][CH3:3] |f:1.2,3.4|. Procedure: A solution of 4-(2-propylguanidino)-2-methylthiopyrimidine (1.6 g.) in MeOH (25 ml.) was heated on a steam bath while a solution of sodium metaperiodate (1.6 g.) in water (15 ml.) was added dropwise over 15 minutes. Further sodium metaperiodate in water (10% w/v) was added until analysis by t.l.c. on silica using EtOAc/MeOH 4:1 v/v as eluant showed absence of starting material. The reaction mixture was evaporated in vacuo, and the residue partitioned between methylene chloride and water. The org... Starting materials: CO (methanol), Cl (HCl), [Rh(COD)Cl]2, mmolof(4S,4'S)-2,2'-bis(o-diarylphosphinophenyl)-4,4, 5,5'-tetrahydro-4,4'-bi(1,3-oxazole), C(C)(=O)C1=CC=CC=C1 (acetophenone), C(C)(=O)C1=CC=CC=C1 (acetophenone), C1(=CC=CC=C1)[SiH2]C1=CC=CC=C1 (diphenylsilane). Procedure: After dissolving a mixed solution of 0.25 mmol of [Rh(COD)Cl]2, 0.0005 mmolof(4S,4'S)-2,2'-bis(o-diarylphosphinophenyl)-4,4, 5,5'-tetrahydro-4,4'-bi(1,3-oxazole) prepared in Example 1 and 1 mmol acetophenone in 1 ml of tetrahydrofuran, the solution was stirred for an hour at room temperatures. At 0 ° C., 1 mmol of acetophenone and 1.5 mmol of diphenylsilane were added to the mixture. After the reaction mixture was stirred for 7 hours at 0° C., 5 ml of methanol and 10 ml of 0.1 N HCl aqueous solu... The product is secondary alcohol, C1(=CC=CC=C1)[C@@H](C)O ((R)-1-phenyl ethyl alcohol). Solvent: O1CCCC1 (tetrahydrofuran). Reaction SMILES: [C:1]([C:4]1[CH:9]=[CH:8][CH:7]=[CH:6][CH:5]=1)(=[O:3])[CH3:2].C1([SiH2]C2C=CC=CC=2)C=CC=CC=1.CO.Cl>O1CCCC1>[C:4]1([C@H:1]([OH:3])[CH3:2])[CH:9]=[CH:8][CH:7]=[CH:6][CH:5]=1. Reactants: CC(C)(C)O, CC(C)(C)[O-], CI, CCOC(C)=O, [K+], CC12C=CC(=O)NC1CCc1cc(-c3cccc([N+](=O)[O-])c3)ccc12. Product: CN1C(=O)C=CC2(C)c3ccc(-c4cccc([N+](=O)[O-])c4)cc3CCC12. RXN SMILES: [C:26]([OH:27])([CH3:28])([CH3:29])[CH3:30].[CH3:31][C:32]([CH3:33])([O-:34])[CH3:35].[CH3:37][I:38].[CH3:39][CH2:40][O:41][C:42](=[O:43])[CH3:44].[K+:36].[N+:1](=[O:2])([O-:3])[c:4]1[cH:5][c:6](-[c:10]2[cH:11][c:12]3[c:13]([cH:24][cH:25]2)[C:14]2([CH3:23])[CH:15]=[CH:16][C:17](=[O:22])[NH:18][CH:19]2[CH2:20][CH2:21]3)[cH:7][cH:8][cH:9]1>>[N+:1](=[O:2])([O-:3])[c:4]1[cH:5][c:6](-[c:10]2[cH:11][c:12]3[c:13]([cH:24][cH:25]2)[C:14]2([CH3:23])[CH:15]=[CH:16][C:17](=[O:22])[N:18]([CH3:26])[CH:19]2[CH2:20][CH2:21]3)[cH:7][cH:8][cH:9]1. Reactants: C1CCOC1, CC(C)[N-]C(C)C, COc1cccc2c1CC(=O)CC2, COC(=O)OC, [Li+]. The product is COC(=O)C1C(=O)CCc2cccc(OC)c21. As a reaction SMILES: [CH2:28]1[O:29][CH2:30][CH2:31][CH2:32]1.[CH3:15][CH:16]([N-:17][CH:18]([CH3:19])[CH3:20])[CH3:21].[CH3:1][O:2][c:3]1[cH:4][cH:5][cH:6][c:7]2[c:12]1[CH2:11][C:10](=[O:13])[CH2:9][CH2:8]2.[CH3:22][O:23][C:24]([O:25][CH3:27])=[O:26].[Li+:14]>>[CH3:1][O:2][c:3]1[cH:4][cH:5][cH:6][c:7]2[c:12]1[CH:11]([C:24]([O:23][CH3:22])=[O:25])[C:10](=[O:13])[CH2:9][CH2:8]2. The reactants are COc1cccc(CCCCCCBr)c1OC, O=C([O-])[O-], CCCc1cc(C(=O)OCC)cc(CCC)c1O, CC(C)=O, [I-], [K+], [K+], [Na+]. Product: CCCc1cc(C(=O)OCC)cc(CCC)c1OCCCCCCc1cccc(OC)c1OC. RXN SMILES: [Br:1][CH2:2][CH2:3][CH2:4][CH2:5][CH2:6][CH2:7][c:8]1[c:9]([O:16][CH3:17])[c:10]([O:14][CH3:15])[cH:11][cH:12][cH:13]1.[C:36](=[O:37])([O-:38])[O-:39].[CH2:18]([CH3:19])[O:20][C:21]([c:22]1[cH:23][c:24]([CH2:32][CH2:33][CH3:34])[c:25]([OH:31])[c:26]([CH2:28][CH2:29][CH3:30])[cH:27]1)=[O:35].[CH3:44][C:45](=[O:46])[CH3:47].[I-:43].[K+:40].[K+:41].[Na+:42]>>[CH2:2]([CH2:3][CH2:4][CH2:5][CH2:6][CH2:7][c:8]1[c:9]([O:16][CH3:17])[c:10]([O:14][CH3:15])[cH:11][cH:12][cH:13]1)[O:31][c:25]1[c:24]([CH2:32][CH2:33][CH3:34])[cH:23][c:22]([C:21]([O:20][CH2:18][CH3:19])=[O:35])[cH:27][c:26]1[CH2:28][CH2:29][CH3:30].